From a dataset of the Open Reaction Database (ORD), a public repository of structured organic reaction records. describe an organic reaction: reactants, conditions, products, and yield Starting materials: C([O-])([O-])=O.[K+].[K+] (potassium carbonate), FC(COS(=O)(=O)C(F)(F)F)(F)F (trifluoroethyltriflate), CN(C(=O)C1=CC2=C(N=C(N=C2)NC2=NC=C(C=C2)C(=O)N2CC3CNC(C2)C3)N1C1CCCC1)C (7-Cyclopentyl-2-[5-(3,6-diaza-bicyclo[3.2.1]octane-3-carbonyl)-pyridin-2-ylamino]-7H-pyrrolo[2,3-d]pyrimidine-6-carboxylic acid dimethylamide), CCN(C(C)C)C(C)C (DIPEA). The solvent is O1CCOCC1 (Dioxane), C(Cl)Cl (DCM). Run at temperature 50 celsius. Product: CN(C(=O)C1=CC2=C(N=C(N=C2)NC2=NC=C(C=C2)C(=O)N2CC3CN(C(C2)C3)CC(F)(F)F)N1C1CCCC1)C (7-Cyclopentyl-2-{5-[6-(2,2,2-trifluoro-ethyl)-3,6-diaza-bicyclo[3.2.1]octane-3-carbonyl]-pyridin-2-ylamino}-7H-pyrrolo[2,3-d]pyrimidine-6-carboxylic acid dimethylamide). The yield is 58.4%. As a reaction SMILES: [CH3:1][N:2]([CH3:36])[C:3]([C:5]1[N:30]([CH:31]2[CH2:35][CH2:34][CH2:33][CH2:32]2)[C:8]2[N:9]=[C:10]([NH:13][C:14]3[CH:19]=[CH:18][C:17]([C:20]([N:22]4[CH2:28][CH:27]5[CH2:29][CH:24]([CH2:25][NH:26]5)[CH2:23]4)=[O:21])=[CH:16][N:15]=3)[N:11]=[CH:12][C:7]=2[CH:6]=1)=[O:4].CCN(C(C)C)C(C)C.C(=O)([O-])[O-].[K+].[K+].[F:52][C:53]([F:64])([F:63])[CH2:54]OS(C(F)(F)F)(=O)=O>O1CCOCC1.C(Cl)Cl>[CH3:1][N:2]([CH3:36])[C:3]([C:5]1[N:30]([CH:31]2[CH2:35][CH2:34][CH2:33][CH2:32]2)[C:8]2[N:9]=[C:10]([NH:13][C:14]3[CH:19]=[CH:18][C:17]([C:20]([N:22]4[CH2:28][CH:27]5[CH2:29][CH:24]([CH2:25][N:26]5[CH2:54][C:53]([F:64])([F:63])[F:52])[CH2:23]4)=[O:21])=[CH:16][N:15]=3)[N:11]=[CH:12][C:7]=2[CH:6]=1)=[O:4] |f:2.3.4|. Reported procedure: In a 100 ml round bottom flask was combined 7-Cyclopentyl-2-[5-(3,6-diaza-bicyclo[3.2.1]octane-3-carbonyl)-pyridin-2-ylamino]-7H-pyrrolo[2,3-d]pyrimidine-6-carboxylic acid dimethylamide (165 mg, 0.294 mmol) and DIPEA (0.128 ml, 0.735 mmol) which were diluted in Dioxane (6.00 ml) gave a yellowish heterogeneous solution. To this mixture was then added potassium carbonate (406 mg, 2.94 mmol) and trifluoroethyltriflate (0.106 ml, 0.735 mmol). The reaction was heated to 50° C. for 18 h. LCMS showed 1... Reactants: S(=O)(Cl)Cl (Thionyl chloride), C(C1=CC=CC=C1)OC(=O)N[C@H](C)C1=CC=C(C(=O)O)C=C1 ((R)-(+)-4-(1-benzyloxycarbonylaminoethyl)-benzoic acid). The reagents and catalysts are CN(C=O)C (dimethylformamide). Solvent: ClCCl (dichloromethane). Yields the product C(C1=CC=CC=C1)OC(=O)N[C@H](C)C1=CC=C(C(=O)Cl)C=C1 ((R)-4-(1-benzyloxycarbonylaminoethyl)benzoyl chloride). RXN SMILES: S(Cl)([Cl:3])=O.[CH2:5]([O:12][C:13]([NH:15][C@@H:16]([C:18]1[CH:26]=[CH:25][C:21]([C:22](O)=[O:23])=[CH:20][CH:19]=1)[CH3:17])=[O:14])[C:6]1[CH:11]=[CH:10][CH:9]=[CH:8][CH:7]=1>CN(C)C=O.ClCCl>[CH2:5]([O:12][C:13]([NH:15][C@@H:16]([C:18]1[CH:26]=[CH:25][C:21]([C:22]([Cl:3])=[O:23])=[CH:20][CH:19]=1)[CH3:17])=[O:14])[C:6]1[CH:11]=[CH:10][CH:9]=[CH:8][CH:7]=1. Procedure: Thionyl chloride (1.43 ml) and dimethylformamide (2 drops) were added to a solution of (R)-(+)-4-(1-benzyloxycarbonylaminoethyl)-benzoic acid (2 g) in dichloromethane (20 ml), and the mixture was refluxed under heating for 1 hour. After the reaction, the solvent was evaporated under reduced pressure to give (R)-4-(1-benzyloxycarbonylaminoethyl)benzoyl chloride as crystals. Then, the crystals were dissolved in acetonitrile (10 ml) and the solution was dropwise added to a solution of 4-aminopyridi... The reactants are ClC1=C(C=CC(=C1)Cl)C(C(=CN(C)C)C1=NNC=C1)=O (1-(2,4-dichlorophenyl)-3-(dimethylamino)-2-pyrazolylprop-2-en-1-one), ClC1=C(C=CC(=C1)Cl)C(CC=1NC=C(N1)C)=O (1-(2,4-dichlorophenyl)-2-(4-methylimidazolyl)ethan-1-one). Procedure: Made using the same procedure as for 1-(2,4-dichlorophenyl)-3-(dimethylamino)-2-pyrazolylprop-2-en-1-one except that 1-(2,4-dichlorophenyl)-2-(4-methylimidazolyl)ethan-1-one (II, 1.0 g, 3.7 mmol) was used. The crude residue was used without purification. Reaction SMILES: [Cl:1][C:2]1[CH:7]=[C:6]([Cl:8])[CH:5]=[CH:4][C:3]=1[C:9](=[O:20])[C:10]([C:15]1C=CN[N:16]=1)=[CH:11][N:12]([CH3:14])[CH3:13].ClC1C=C(Cl)C=CC=1C(=O)CC1N[CH:33]=[C:34]([CH3:36])[N:35]=1>>[Cl:1][C:2]1[CH:7]=[C:6]([Cl:8])[CH:5]=[CH:4][C:3]=1[C:9](=[O:20])[C:10]([C:15]1[NH:16][CH:33]=[C:34]([CH3:36])[N:35]=1)=[CH:11][N:12]([CH3:13])[CH3:14]. Product: ClC1=C(C=CC(=C1)Cl)C(C(=CN(C)C)C=1NC=C(N1)C)=O (1-(2,4-Dichlorophenyl)-3-(dimethylamino)-2-(4-methylimidazolyl)prop-2-en-1-one). Starting materials: O=C([O-])O, CCO, CC(=O)Cl, CN(C)C=O, COc1cccc([N+](=O)[O-])c1, NN, [Na+], C1CCOC1, O, O. Product: COc1cccc(N(O)C(C)=O)c1. RXN SMILES: [C:15](=[O:16])([O-:17])[OH:18].[CH2:24]([OH:25])[CH3:26].[CH3:20][C:21]([Cl:22])=[O:23].[CH3:33][N:34]([CH3:35])[CH:36]=[O:37].[CH3:4][O:5][c:6]1[cH:7][cH:8][cH:9][c:10]([N+:12]([O-:13])=[O:14])[cH:11]1.[NH2:2][NH2:3].[Na+:19].[O:27]1[CH2:28][CH2:29][CH2:30][CH2:31]1.[OH2:1].[OH2:32]>>[CH3:4][O:5][c:6]1[cH:7][cH:8][cH:9][c:10]([N:12]([OH:14])[C:21]([CH3:20])=[O:23])[cH:11]1.